Dataset: the Open Reaction Database (ORD), a public repository of structured organic reaction records. Task: describe an organic reaction: reactants, conditions, products, and yield The reactants are Cc1c(CBr)cccc1C(F)(F)F, COC(=O)c1cc(N2CCOCC2)cc2nc(C)[nH]c12, [K+], [K+], O=C([O-])[O-], CN(C)C=O, O. Product: COC(=O)c1cc(N2CCOCC2)cc2c1nc(C)n2Cc1cccc(C(F)(F)F)c1C. Reaction SMILES: [Br:21][CH2:22][c:23]1[c:24]([CH3:33])[c:25]([C:29]([F:30])([F:31])[F:32])[cH:26][cH:27][cH:28]1.[CH3:1][c:2]1[n:3][c:4]2[c:5]([nH:6]1)[c:7]([C:17](=[O:18])[O:19][CH3:20])[cH:8][c:9]([N:11]1[CH2:12][CH2:13][O:14][CH2:15][CH2:16]1)[cH:10]2.[K+:34].[K+:35].[O-:36][C:37]([O-:38])=[O:39].[O:41]=[CH:42][N:43]([CH3:44])[CH3:45].[OH2:40]>>[CH3:1][c:2]1[n:3]([CH2:22][c:23]2[c:24]([CH3:33])[c:25]([C:29]([F:30])([F:31])[F:32])[cH:26][cH:27][cH:28]2)[c:4]2[c:5]([n:6]1)[c:7]([C:17](=[O:18])[O:19][CH3:20])[cH:8][c:9]([N:11]1[CH2:12][CH2:13][O:14][CH2:15][CH2:16]1)[cH:10]2. The reactants are C(=O)NC=1SC=C(N1)C(C(=O)NC1[C@@H]2N(C(=C(CS2)COC(N)=O)C(=O)O)C1=O)=NOCCNC(=O)OC(C)(C)C (7-[2-(2-formamidothiazol-4-yl)-2-(2-tert-butoxycarbonylaminoethoxyimino)acetamido]-3-carbamoyloxymethyl-3-cephem-4-carboxylic acid), Cl (hydrochloric acid). Run in CO (methanol). Yields the product NC=1SC=C(N1)C(C(=O)NC1[C@@H]2N(C(=C(CS2)COC(N)=O)C(=O)O)C1=O)=NOCCN (7-[2-(2-aminothiazol-4-yl)-2-(2-aminoethoxyimino)acetamido]-3-carbamoyloxymethyl-3-cephem-4-carboxylic acid). Isolated yield 81.8%. RXN SMILES: C([NH:3][C:4]1[S:5][CH:6]=[C:7]([C:9](=[N:30][O:31][CH2:32][CH2:33][NH:34]C(OC(C)(C)C)=O)[C:10]([NH:12][CH:13]2[C:28](=[O:29])[N:15]3[C:16]([C:25]([OH:27])=[O:26])=[C:17]([CH2:20][O:21][C:22](=[O:24])[NH2:23])[CH2:18][S:19][C@H:14]23)=[O:11])[N:8]=1)=O.Cl>CO>[NH2:3][C:4]1[S:5][CH:6]=[C:7]([C:9](=[N:30][O:31][CH2:32][CH2:33][NH2:34])[C:10]([NH:12][CH:13]2[C:28](=[O:29])[N:15]3[C:16]([C:25]([OH:27])=[O:26])=[C:17]([CH2:20][O:21][C:22](=[O:24])[NH2:23])[CH2:18][S:19][C@H:14]23)=[O:11])[N:8]=1. Procedure details: A solution of 7-[2-(2-formamidothiazol-4-yl)-2-(2-tert-butoxycarbonylaminoethoxyimino)acetamido]-3-carbamoyloxymethyl-3-cephem-4-carboxylic acid (syn isomer, 1.7 g.) and conc. hydrochloric acid (1.5 g.) in methanol (30 ml.) was stirred at room temperature for 3 hours. After evaporating the solvent in vacuo, methanol was added to the residue and then evaporated in vacuo again. The residue was dissolved in water (30 ml.) and adjusted to pH 3.5 with a sodium bicarbonate saturated aqueous solution u... Starting materials: CC1CNCCN1, CCn1cc(C(=O)O)c(=O)c2cc3cc(F)c(Cl)cc3nc21, c1ccncc1. Product: CCn1cc(C(=O)O)c(=O)c2cc3cc(F)c(N4CCNC(C)C4)cc3nc21. Reaction SMILES: [CH3:23][CH:24]1[NH:25][CH2:26][CH2:27][NH:28][CH2:29]1.[Cl:1][c:2]1[c:3]([F:22])[cH:4][c:5]2[c:6]([n:7][c:8]3[n:9]([CH2:19][CH3:20])[cH:10][c:11]([C:16](=[O:17])[OH:18])[c:12](=[O:15])[c:13]3[cH:14]2)[cH:21]1.[cH:30]1[cH:31][cH:32][n:33][cH:34][cH:35]1>>[c:2]1([N:28]2[CH2:27][CH2:26][NH:25][CH:24]([CH3:23])[CH2:29]2)[c:3]([F:22])[cH:4][c:5]2[c:6]([n:7][c:8]3[n:9]([CH2:19][CH3:20])[cH:10][c:11]([C:16](=[O:17])[OH:18])[c:12](=[O:15])[c:13]3[cH:14]2)[cH:21]1. Starting materials: C([O-])([O-])=O.[K+].[K+] (Potassium carbonate), C(C)(C)(C)OC(CCCBr)=O (4-bromo-butyric acid tert-butyl ester), [I-].[K+] (potassium iodide), COC(C1=CC(=C(C=C1)O)C)=O (4-hydroxy-3-methyl-benzoic acid methyl ester). Run in CC(=O)C (acetone). Product: COC(C1=CC(=C(C=C1)OCCCC(=O)OC(C)(C)C)C)=O (4-(3-tert-Butoxycarbonyl-propoxy)-3-methyl-benzoic Acid Methyl Ester). Yield: 76.0%. Reaction SMILES: C(=O)([O-])[O-].[K+].[K+].[I-].[K+].[CH3:9][O:10][C:11](=[O:20])[C:12]1[CH:17]=[CH:16][C:15]([OH:18])=[C:14]([CH3:19])[CH:13]=1.[C:21]([O:25][C:26](=[O:31])[CH2:27][CH2:28][CH2:29]Br)([CH3:24])([CH3:23])[CH3:22]>CC(C)=O>[CH3:9][O:10][C:11](=[O:20])[C:12]1[CH:17]=[CH:16][C:15]([O:18][CH2:29][CH2:28][CH2:27][C:26]([O:25][C:21]([CH3:24])([CH3:23])[CH3:22])=[O:31])=[C:14]([CH3:19])[CH:13]=1 |f:0.1.2,3.4|. Reported procedure: Potassium carbonate (580 mg, 4.20 mmol) and potassium iodide (72 mg, 0.43 mmol) were added to a solution of 4-hydroxy-3-methyl-benzoic acid methyl ester from Example E29 (293 mg, 1.76 mmol) and 4-bromo-butyric acid tert-butyl ester from Example E42.1 (397 mg, 1.78 mmol) in acetone (50 ml). The mixture was heated at reflux for 18 h then the solid was filtered off and the filtrate concentrated in vacuo. The residue was dissolved in EtOAc, washed with water then brine, dried and concentrated in vac... The reactants are COC(=O)CC1C=CC(C1C\C=C/CC)=O (4-methoxycarbonylmethyl-5-(cis-2-pentenyl)-2-cyclopentenone), [BH4-].[Na+] (sodium borohydride), C(C)(=O)O (acetic acid). The solvent is CO (methanol). Reaction conditions: temperature 80 celsius, time 30 minute. Product: COC(=O)CC1C(C(CC1)O)C\C=C/CC (3-methoxycarbonylmethyl-2-(cis-2-pentenyl)-cyclopentanol). As a reaction SMILES: [CH3:1][O:2][C:3]([CH2:5][CH:6]1[CH:10]([CH2:11]/[CH:12]=[CH:13]\[CH2:14][CH3:15])[C:9](=[O:16])[CH:8]=[CH:7]1)=[O:4].[BH4-].[Na+].C(O)(=O)C>CO>[CH3:1][O:2][C:3]([CH2:5][CH:6]1[CH2:7][CH2:8][CH:9]([OH:16])[CH:10]1[CH2:11]/[CH:12]=[CH:13]\[CH2:14][CH3:15])=[O:4] |f:1.2|. Reported procedure: A 180 mg quantity of 4-methoxycarbonylmethyl-5-(cis-2-pentenyl)-2-cyclopentenone and 90 mg of sodium borohydride are dissolved in 20 ml of methanol, and the solution is refluxed at 80° C. for one hour. The reaction mixture is thereafter cooled to room temperature, and 20 ml of acetic acid is added to the mixture. The resulting mixture is stirred for 30 minutes and then concentrated at reduced pressure. The concentrate is distilled in a vacuum, giving 3-methoxycarbonylmethyl-2-(cis-2-pentenyl)-cy... Starting materials: ClC1=C(C=O)C=CC=C1CCO (2-chloro-3-(2-hydroxyethyl)benzaldehyde), C(C)C=1SC=C(N1)C(=O)N1CCOC2(C1)CCNCC2 ((2-ethylthiazol-4-yl)(1-oxa-4,9-diazaspiro[5.5]undecan-4-yl)methanone), C([O-])(O)=O.[Na+] (sodium bicarbonate), C(C)(=O)O[BH-](OC(C)=O)OC(C)=O.[Na+] (Sodium triacetoxyborohydride). Solvent: C(Cl)Cl (DCM), C(C)N(CC)CC (Triethylamine). Conditions: time 1.15 hour. Product: ClC1=C(CN2CCC3(CN(CCO3)C(=O)C=3N=C(SC3)CC)CC2)C=CC=C1CCO ((9-(2-Chloro-3-(2-hydroxyethyl)benzyl)-1-oxa-4,9-diazaspiro[5.5]undecan-4-yl)(2-ethylthiazol-4-yl)methanone). Isolated yield 107.0%. Reaction SMILES: [Cl:1][C:2]1[C:9]([CH2:10][CH2:11][OH:12])=[CH:8][CH:7]=[CH:6][C:3]=1[CH:4]=O.[CH2:13]([C:15]1[S:16][CH:17]=[C:18]([C:20]([N:22]2[CH2:27][C:26]3([CH2:32][CH2:31][NH:30][CH2:29][CH2:28]3)[O:25][CH2:24][CH2:23]2)=[O:21])[N:19]=1)[CH3:14].C(O[BH-](OC(=O)C)OC(=O)C)(=O)C.[Na+].C(=O)(O)[O-].[Na+]>C(Cl)Cl.C(N(CC)CC)C>[Cl:1][C:2]1[C:9]([CH2:10][CH2:11][OH:12])=[CH:8][CH:7]=[CH:6][C:3]=1[CH2:4][N:30]1[CH2:31][CH2:32][C:26]2([O:25][CH2:24][CH2:23][N:22]([C:20]([C:18]3[N:19]=[C:15]([CH2:13][CH3:14])[S:16][CH:17]=3)=[O:21])[CH2:27]2)[CH2:28][CH2:29]1 |f:2.3,4.5|. Procedure: To a solution of 2-chloro-3-(2-hydroxyethyl)benzaldehyde (1.1 molar equivalents) in DCM (12 volumes) was added to (2-ethylthiazol-4-yl)(1-oxa-4,9-diazaspiro[5.5]undecan-4-yl)methanone ((limiting reagent) (step b). Triethylamine (2 molar equivalents) was added and the mixture was stirred for 1.15 hr. Sodium triacetoxyborohydride (2.5 molar equivalents) was added portion-wise over 15 minutes maintaining the temperature below 25° C. The reaction mixture was stirred at ambient temperature for 22.5 h... Run at time 40 minute. Reactants: C(C)(C)(C)OC(=O)NC1=NC=C(C=C1)N (2-tert-Butoxycarbonylamino-5-aminopyridine), [H-].[Na+] (NaH), O (water), CI (CH3I). Run in CN(C)C=O (DMF). Reaction SMILES: [C:1]([O:5][C:6]([NH:8][C:9]1[CH:14]=[CH:13][C:12]([NH2:15])=[CH:11][N:10]=1)=[O:7])([CH3:4])([CH3:3])[CH3:2].[H-].[Na+].[CH3:18]I.O>CN(C=O)C>[C:1]([O:5][C:6]([N:8]([CH3:18])[C:9]1[CH:14]=[CH:13][C:12]([NH2:15])=[CH:11][N:10]=1)=[O:7])([CH3:4])([CH3:2])[CH3:3] |f:1.2|. The product is C(C)(C)(C)OC(=O)N(C1=NC=C(C=C1)N)C (2-(tert-Butoxycarbonyl-methyl-amino)-5-aminopyridine). Procedure details: To a solution of 11-2 (6.0 g, 22.0 mmol) in 50 mL DMF at 0° C. was added NaH gradually. After the mixture was stirred for 40 min, CH3I (3.4 g, 24.0 mmol) was added in one portion. The reaction mixture was stirred for 5 hr, treated with 300 mL water and extracted three times with ethyl ether. The combined organic layers were washed with brine and dried over Na2SO4. After solvent removal, the residue was purified by silica gel flash chromatography (CHCl3 /hexanes 6:1) to afford the desired product...